From a dataset of the Open Reaction Database (ORD), a public repository of structured organic reaction records. describe an organic reaction: reactants, conditions, products, and yield Starting materials: CC(=O)OC(C)=O, COc1cc(-c2cn3ccsc3n2)ccc1F, O, O=S(=O)(O)O. Product: COc1cc(-c2nc3sccn3c2C(C)=O)ccc1F. RXN SMILES: [CH3:18][C:19](=[O:20])[O:21][C:22](=[O:23])[CH3:24].[F:1][c:2]1[c:3]([O:16][CH3:17])[cH:4][c:5](-[c:8]2[n:9][c:10]3[s:11][cH:12][cH:13][n:14]3[cH:15]2)[cH:6][cH:7]1.[OH2:30].[S:25](=[O:26])(=[O:27])([OH:28])[OH:29]>>[F:1][c:2]1[c:3]([O:16][CH3:17])[cH:4][c:5](-[c:8]2[n:9][c:10]3[s:11][cH:12][cH:13][n:14]3[c:15]2[C:19]([CH3:18])=[O:20])[cH:6][cH:7]1. The reactants are NC1CCCc2ccccc21, O=Cc1cccc(Oc2ccc([N+](=O)[O-])cc2)c1. Yields the product O=[N+]([O-])c1ccc(Oc2cccc(CNC3CCCc4ccccc43)c2)cc1. RXN SMILES: [CH:19]1([NH2:29])[CH2:20][CH2:21][CH2:22][c:23]2[cH:24][cH:25][cH:26][cH:27][c:28]21.[N+:1](=[O:2])([O-:3])[c:4]1[cH:5][cH:6][c:7]([O:8][c:9]2[cH:10][c:11]([CH:12]=[O:13])[cH:14][cH:15][cH:16]2)[cH:17][cH:18]1>>[N+:1](=[O:2])([O-:3])[c:4]1[cH:5][cH:6][c:7]([O:8][c:9]2[cH:10][c:11]([CH2:12][NH:29][CH:19]3[CH2:20][CH2:21][CH2:22][c:23]4[cH:24][cH:25][cH:26][cH:27][c:28]43)[cH:14][cH:15][cH:16]2)[cH:17][cH:18]1. Reactants: C(C)(=O)OCC (ethyl acetate), C1(=CC=CC=C1)C (toluene), BrC=1C2=CC=CC=C2C=C2C=CC=CC12 (9-bromoanthracene), C(C)(C)(C)C=1C=C2C=CC3=C(C=C(C4=CC=C(C1)C2=C43)B4OC(C(O4)(C)C)(C)C)C (2-(7-tert-butyl-3-methylpyren-1-yl)-4,4,5,5-tetramethyl-[1,3,2]dioxaborolane), C1(=CC=CC=C1)C (toluene), C([O-])([O-])=O.[Na+].[Na+] (sodium carbonate). Reagents/catalysts: C=1C=CC(=CC1)[P](C=2C=CC=CC2)(C=3C=CC=CC3)[Pd]([P](C=4C=CC=CC4)(C=5C=CC=CC5)C=6C=CC=CC6)([P](C=7C=CC=CC7)(C=8C=CC=CC8)C=9C=CC=CC9)[P](C=1C=CC=CC1)(C=1C=CC=CC1)C=1C=CC=CC1 (Tetrakis(triphenylphosphine)palladium). The solvent is O (water), C(C)O (ethanol), O (water). Reaction conditions: temperature 50 celsius, time 30 minute. Yields the product C(C)(C)(C)C=1C=C2C=CC3=C(C=C(C4=CC=C(C1)C2=C43)C=4C3=CC=CC=C3C=C3C=CC=CC43)C (9-(7-tert-butyl-3-methylpyren-1-yl)anthracene). As a reaction SMILES: Br[C:2]1[C:3]2[C:8]([CH:9]=[C:10]3[C:15]=1[CH:14]=[CH:13][CH:12]=[CH:11]3)=[CH:7][CH:6]=[CH:5][CH:4]=2.[C:16]([C:20]1[CH:21]=[C:22]2[C:34]3=[C:35]4[C:25](=C(C)C=C(B5OC(C)(C)C(C)(C)O5)[C:29]4=[CH:30][CH:31]=[C:32]3[CH:33]=1)[CH:24]=[CH:23]2)([CH3:19])([CH3:18])[CH3:17].C(=O)([O-])[O-].[Na+].[Na+].C(O[CH2:56][CH3:57])(=O)C.[C:58]1(C)C=CC=C[CH:59]=1>C(O)C.O.C1C=CC([P]([Pd]([P](C2C=CC=CC=2)(C2C=CC=CC=2)C2C=CC=CC=2)([P](C2C=CC=CC=2)(C2C=CC=CC=2)C2C=CC=CC=2)[P](C2C=CC=CC=2)(C2C=CC=CC=2)C2C=CC=CC=2)(C2C=CC=CC=2)C2C=CC=CC=2)=CC=1>[C:16]([C:20]1[CH:21]=[C:22]2[C:34]3=[C:35]4[C:25](=[C:56]([CH3:57])[CH:58]=[C:59]([C:2]5[C:3]6[C:8]([CH:9]=[C:10]7[C:15]=5[CH:14]=[CH:13][CH:12]=[CH:11]7)=[CH:7][CH:6]=[CH:5][CH:4]=6)[C:29]4=[CH:30][CH:31]=[C:32]3[CH:33]=1)[CH:24]=[CH:23]2)([CH3:19])([CH3:18])[CH3:17] |f:2.3.4,^1:72,74,93,112|. Procedure: Under a nitrogen atmosphere, 5 g (19.4 mmol) of 9-bromoanthracene and 7.73 g (19.4 mmol) of 2-(7-tert-butyl-3-methylpyren-1-yl)-4,4,5,5-tetramethyl-[1,3,2]dioxaborolane were dissolved in a mixed solvent of toluene (240 ml) and ethanol (120 ml). Further, an aqueous solution prepared by dissolving 3.93 g (38.8 mmol) of sodium carbonate in 40 ml of distilled water was added to the resultant, and the whole was stirred at 50° C. for 30 minutes. Tetrakis(triphenylphosphine)palladium (1.57 g, 1.36 mmol... Isolated yield 86.0%. Product: Cc1ccc(S(=O)(=O)Nc2ccccc2C(=O)O)cc1. The reactants are NC1=CC=CC=C1C(O)=O, CC1=CC=C(S(=O)(Cl)=O)C=C1. Run at temperature 25 celsius, pressure 100 psi, time 20 minute. Run in O (water), OCCOCCOCCOCCOCCO (PEG400), CC(C)=O (acetone). The reagents and catalysts are O=C([O-])O.[Na+] (NaHCO3). Reactants: [Li]C(C)(C)C, COc1cc(NC(=O)OC(C)(C)C)cc(OC)c1, C1CCOC1, CI, CCOC(C)=O. Product: COc1cc(NC(=O)OC(C)(C)C)c(C)c(OC)c1. RXN SMILES: [C:1]([Li:2])([CH3:3])([CH3:4])[CH3:5].[C:6]([CH3:7])([CH3:8])([CH3:9])[O:10][C:11]([NH:12][c:13]1[cH:14][c:15]([O:21][CH3:22])[cH:16][c:17]([O:19][CH3:20])[cH:18]1)=[O:23].[CH2:32]1[O:33][CH2:34][CH2:35][CH2:36]1.[CH3:24][I:25].[CH3:26][CH2:27][O:28][C:29]([CH3:30])=[O:31]>>[CH3:1][c:14]1[c:13]([NH:12][C:11]([O:10][C:6]([CH3:7])([CH3:8])[CH3:9])=[O:23])[cH:18][c:17]([O:19][CH3:20])[cH:16][c:15]1[O:21][CH3:22]. Starting materials: II (I2), NC1=CC=C(C(=O)OCC)C=C1 (Ethyl 4-aminobenzoate), C([O-])(O)=O.[Na+] (sodium bicarbonate), C(Cl)Cl (methylene chloride). Solvent: O (water). Run at time 72 hour. Product: IC=1C=C(C(=O)OCC)C=CC1N (ethyl 3-iodo-4-aminobenzoate). As a reaction SMILES: [NH2:1][C:2]1[CH:12]=[CH:11][C:5]([C:6]([O:8][CH2:9][CH3:10])=[O:7])=[CH:4][CH:3]=1.C(=O)(O)[O-].[Na+].C(Cl)Cl.[I:21]I>O>[I:21][C:12]1[CH:11]=[C:5]([CH:4]=[CH:3][C:2]=1[NH2:1])[C:6]([O:8][CH2:9][CH3:10])=[O:7] |f:1.2|. Procedure details: Part A: Ethyl 4-aminobenzoate (5.0 gr, 30.27 mmol) and sodium bicarbonate (3.81 g, 45.40 mmol, 1.5 eq.) were added to a 50:50 mixture of methylene chloride and water. The mixture was chilled to 0 degrees and I2, (11.53 g, 45.40 mmol, 1.5 eq.) was added slowly. The reaction mixture was allowed to come to room temperature and was stirred for 72 hours. The layers were then separated and the aqueous layer washed with methylene chloride. All organics were combined and dried over magnesium sulfate, fi... The reactants are C(C)OC(=O)C1(OC2=C(O1)C=CC(=C2)C[C@@H](C)NC(=O)OC(C)(C)C)C(=O)OCC ((R)-5-[N-(t-butyloxycarbonyl)-2-aminopropyl]-1,3-benzodioxole-2,2-dicarboxylic acid diethyl ester), C(C)OCC (diethyl ether), Cl (hydrogen chloride). The solvent is C(C)(=O)OCC (ethyl acetate). The product is Cl.N[C@@H](CC1=CC2=C(OC(O2)(C(=O)OCC)C(=O)OCC)C=C1)C ((R)-5-(2-Aminopropyl)-1,3-benzodioxole-2,2-dicarboxylic acid, diethyl ester, hydrochloride salt). RXN SMILES: [CH2:1]([O:3][C:4]([C:6]1([C:26]([O:28][CH2:29][CH3:30])=[O:27])[O:10][C:9]2[CH:11]=[CH:12][C:13]([CH2:15][C@H:16]([NH:18]C(OC(C)(C)C)=O)[CH3:17])=[CH:14][C:8]=2[O:7]1)=[O:5])[CH3:2].C(OCC)C.[ClH:36]>C(OCC)(=O)C>[ClH:36].[NH2:18][C@H:16]([CH3:17])[CH2:15][C:13]1[CH:12]=[CH:11][C:9]2[O:10][C:6]([C:26]([O:28][CH2:29][CH3:30])=[O:27])([C:4]([O:3][CH2:1][CH3:2])=[O:5])[O:7][C:8]=2[CH:14]=1 |f:4.5|. Reported procedure: A solution of (R)-5-[N-(t-butyloxycarbonyl)-2-aminopropyl]-1,3-benzodioxole-2,2-dicarboxylic acid diethyl ester (3.0 g, 7 mMol) in ethyl acetate (40 ml) and hydrogen chloride solution in diethyl ether (1M, 56 ml, 56 mMol) was stirred at ambient temperature under an argon atmosphere for 48 hours. The solvent was evaporated and the residue was dried giving the title compound as a glass. Reactants: O=C1OC=2C(=CC=3C=C(NC3C2)C(=O)OC)N1 (methyl 2-oxo-1,5-dihydro-2H-oxazolo[4,5-f]indole-6-carboxylate). Run in O (water). Yields the product O=C1OC=2C(=CC=3C=C(NC3C2)C(=O)O)N1 (2-Oxo-1,5-dihydro-2H-oxazolo[4,5-f]indole-6-carboxylic acid). Reaction SMILES: [O:1]=[C:2]1[NH:17][C:5]2=[CH:6][C:7]3[CH:8]=[C:9]([C:13]([O:15]C)=[O:14])[NH:10][C:11]=3[CH:12]=[C:4]2[O:3]1>O>[O:1]=[C:2]1[NH:17][C:5]2=[CH:6][C:7]3[CH:8]=[C:9]([C:13]([OH:15])=[O:14])[NH:10][C:11]=3[CH:12]=[C:4]2[O:3]1. Procedure details: The title compound is prepared from methyl 2-oxo-1,5-dihydro-2H-oxazolo[4,5-f]indole-6-carboxylate according to the method described in Example 1/b. Mp.: 288-290° C. (water). Reactants: FC1=CC=C(CS(=O)CC(=O)OCC)C=C1 (ethyl 2-(4-fluorobenzylsulfinyl)acetate), [OH-].[Na+] (NaOH). The solvent is C1CCOC1 (THF), CO (MeOH). Run at time 2 hour. The product is FC1=CC=C(CS(=O)CC(=O)O)C=C1 (2-(4-fluorobenzylsulfinyl)acetic acid). The yield is 88.3%. RXN SMILES: [F:1][C:2]1[CH:16]=[CH:15][C:5]([CH2:6][S:7]([CH2:9][C:10]([O:12]CC)=[O:11])=[O:8])=[CH:4][CH:3]=1.[OH-].[Na+]>C1COCC1.CO>[F:1][C:2]1[CH:16]=[CH:15][C:5]([CH2:6][S:7]([CH2:9][C:10]([OH:12])=[O:11])=[O:8])=[CH:4][CH:3]=1 |f:1.2|. Procedure: To a solution of ethyl 2-(4-fluorobenzylsulfinyl)acetate (1.60 g, 6.55 mmol) in THF (10.0 mL) and MeOH (20.0 mL) was added 1 N NaOH (20.0 mmol). The mixture was stirred at room temperature for 2 h. After removal of organic solvent under reduced pressure, the remaining aqueous solution was neutralized with 1 N HCl (25.0 mL). It was extracted with EtOAc (3×100 mL) and the combined organic layer was dried over MgSO4. The solution was then filtered and concentrated in vacuo to give 2-(4-fluorobenzyl...